This data is from the Open Reaction Database (ORD), a public repository of structured organic reaction records. The task is: describe an organic reaction: reactants, conditions, products, and yield Starting materials: FC=1C=C(N)C=CC1F (3,4-difluoroaniline), N1=CC=CC=C1 (pyridine), ClCC(=O)Cl (chloroacetyl chloride). Solvent: C1(=CC=CC=C1)C (toluene), C1(=CC=CC=C1)C (toluene). Run at time 8 hour. The product is FC=1C=C(C=CC1F)NC(CCl)=O (N-(3,4-difluorophenyl) chloroacetamide). Yield: 418.3%. As a reaction SMILES: [F:1][C:2]1[CH:3]=[C:4]([CH:6]=[CH:7][C:8]=1[F:9])[NH2:5].N1C=CC=CC=1.[Cl:16][CH2:17][C:18](Cl)=[O:19]>C1(C)C=CC=CC=1>[F:1][C:2]1[CH:3]=[C:4]([NH:5][C:18](=[O:19])[CH2:17][Cl:16])[CH:6]=[CH:7][C:8]=1[F:9]. Procedure: The method of Cervena et al.3 was followed. To a stirred solution of 3,4-difluoroaniline (10 mmol) in toluene (5 mL) and pyridine (10 mmol) maintained at 5-10 deg C was added chloroacetyl chloride (10 mmol) in toluene (5 mL) dropwise. The mixture was allowed to stand overnight at room temperature. The organic layer was then separated and the residue was mixed with water (60 mL). The separated solid product was recrystallized from toluene to give N-(3,4-difluorophenyl) chloroacetamide (8.6 g, 84.... The reactants are [Cl-].[Cl-].C(C)[Al+2] (ethylaluminum dichloride), [Si](C)(C)(C(C)(C)C)OC1C=C(C(C1)(OCOC)C)CC=C ((1RS,4RS)-3-allyl-4-methyl-4-methoxymethoxy-2-cyclopenten-1-yl (t-butyldimethylsilyl) ether), C(C)[SiH](CC)CC (triethylsilane), aqueous solution, C(CC(O)(C(=O)O)CC(=O)O)(=O)O (citric acid). Solvent: CCCCCC (hexane), ClCCl (dichloromethane). Reaction conditions: time 15 minute. The product is [Si](C)(C)(C(C)(C)C)OC1CC(=C(C1)C)CC=C ((RS)-3-allyl-4-methyl-3-cyclopenten-1-yl (t-butyldimethylsilyl) ether). The yield is 55.0%. Reaction SMILES: [Si:1]([O:8][CH:9]1[CH2:13][C:12]([CH3:18])(OCOC)[C:11]([CH2:19][CH:20]=[CH2:21])=[CH:10]1)([C:4]([CH3:7])([CH3:6])[CH3:5])([CH3:3])[CH3:2].C([SiH](CC)CC)C.[Cl-].[Cl-].C([Al+2])C.C(O)(=O)CC(CC(O)=O)(C(O)=O)O>CCCCCC.ClCCl>[Si:1]([O:8][CH:9]1[CH2:13][C:12]([CH3:18])=[C:11]([CH2:19][CH:20]=[CH2:21])[CH2:10]1)([C:4]([CH3:7])([CH3:6])[CH3:5])([CH3:2])[CH3:3] |f:2.3.4|. Reported procedure: To a solution mixture of 4.5 g of (1RS,4RS)-3-allyl-4-methyl-4-methoxymethoxy-2-cyclopenten-1-yl (t-butyldimethylsilyl) ether and 50 ml of dichloromethane was added under nitrogen stream 3 ml of triethylsilane by drops at -78° C., and the resulting mixture was stirred for 15 minutes. Thereafter, under the same conditions, 17.5 ml of 0.93 M hexane solution of ethylaluminum dichloride was added by drops and the resulting mixture was brought up to -10° C. over 1 hour. Then the reaction liquid was p...